This data is from the Open Reaction Database (ORD), a public repository of structured organic reaction records. The task is: describe an organic reaction: reactants, conditions, products, and yield Reactants: C(#N)C1=CC=C(C(=O)N(CC2=CC=NC=C2)C)C=C1 (4-Cyano-N-methyl-N-(4-picolyl)benzamide), C(#N)C1=CC=C(C(=O)Cl)C=C1 (4-cyanobenzoyl chloride). Product: C(#N)C1=CC=C(C=C1)C=1N(C(=C(N1)C1=CC=CC=C1)C1=CC=NC=C1)C (2-(4-Cyanophenyl)-1-methyl-4-phenyl-5(4-pyridyl)imidazole). Reaction SMILES: [C:1]([C:3]1[CH:19]=[CH:18][C:6]([C:7]([N:9]([CH3:17])[CH2:10][C:11]2[CH:16]=[CH:15][N:14]=[CH:13][CH:12]=2)=O)=[CH:5][CH:4]=1)#[N:2].[C:20]([C:22]1[CH:30]=[CH:29][C:25](C(Cl)=O)=[CH:24][CH:23]=1)#[N:21]>>[C:1]([C:3]1[CH:19]=[CH:18][C:6]([C:7]2[N:9]([CH3:17])[C:10]([C:11]3[CH:16]=[CH:15][N:14]=[CH:13][CH:12]=3)=[C:20]([C:22]3[CH:30]=[CH:29][CH:25]=[CH:24][CH:23]=3)[N:21]=2)=[CH:5][CH:4]=1)#[N:2]. Reported procedure: 4-Cyano-N-methyl-N-(4-picolyl)benzamide The title compound was prepared using the same procedure as described in Example 2, step (b) except using 4-cyanobenzoyl chloride: 1H NMR (CDCl3): d 8.49 (dd, 2H); 7.86-7.04 (m, 6H); 4.70 and 4.43 (two br s, 2H); 3.08 and 2.89 (two br s, 3H).